From a dataset of the Open Reaction Database (ORD), a public repository of structured organic reaction records. describe an organic reaction: reactants, conditions, products, and yield Reactants: CC=1N(C2=C(C(=NC(=C2C)C)OC2=CC=CC=C2)N1)CCOCCCC=1C=NC=CC1 (2,6,7-trimethyl-4-phenoxy-1-[2-(3-pyridin-3-ylpropoxy)ethyl]-1H-imidazo[4,5-c]pyridine), C(C)(=O)[O-].[NH4+] (ammonium acetate), starting material. Solvent: C(C)(=O)OCC (ethyl acetate). Reaction conditions: time 46.5 hour. Product: CC=1N(C2=C(C(=NC(=C2C)C)N)N1)CCOCCCC=1C=NC=CC1 (2,6,7-trimethyl-1-[2-(3-pyridin-3-ylpropoxy)ethyl]-1H-imidazo[4,5-c]pyridin-4-amine). As a reaction SMILES: [CH3:1][C:2]1[N:3]([CH2:20][CH2:21][O:22][CH2:23][CH2:24][CH2:25][C:26]2[CH:27]=[N:28][CH:29]=[CH:30][CH:31]=2)[C:4]2[C:9]([CH3:10])=[C:8]([CH3:11])[N:7]=[C:6](OC3C=CC=CC=3)[C:5]=2[N:19]=1.C([O-])(=O)C.[NH4+:36]>C(OCC)(=O)C>[CH3:1][C:2]1[N:3]([CH2:20][CH2:21][O:22][CH2:23][CH2:24][CH2:25][C:26]2[CH:27]=[N:28][CH:29]=[CH:30][CH:31]=2)[C:4]2[C:9]([CH3:10])=[C:8]([CH3:11])[N:7]=[C:6]([NH2:36])[C:5]=2[N:19]=1 |f:1.2|. Procedure details: Under a nitrogen atmosphere, 2,6,7-trimethyl-4-phenoxy-1-[2-(3-pyridin-3-ylpropoxy)ethyl]-1H-imidazo[4,5-c]pyridine (4 g) from Part D and ammonium acetate (40 g) were heated in a sealed tube to 150° C. After 46.5 hours, NMR analysis indicated that only 7% of the starting material remained. The reaction mixture was cooled to ambient temperature, diluted with ethyl acetate, and washed 3 times with IN potassium hydroxide and once with water. The organic layers were dried with magnesium sulfate and ... The reactants are COC=1C=C(C=CC1OC)C1C2=C(CNC1)SC=C2 (4-(3,4-Dimethoxyphenyl)-4,5,6,7-tetrahydro-thieno[2,3-c]pyridine), CN(C=O)C (N,N-dimethylformamide), Cl.CN(CCOC1=CC=C(C(=O)O)C=C1)C (4-(2-dimethylaminoethoxy)benzoic acid hydrochloride), CN(C=O)C (N,N-dimethylformamide), suspension, Cl.CN(CCCN=C=NCC)C (N-(3-dimethylaminopropyl)-N′-ethylcarbodiimide hydrochloride). The solvent is C(C)N(CC)CC (triethylamine), ClCCl (dichloromethane). Yields the product COC=1C=C(C=CC1OC)C1C2=C(CN(C1)C(=O)C1=CC=C(C=C1)OCCN(C)C)SC=C2 ([4-(3,4-Dimethoxyphenyl)-4,5,6,7-tetrahydro-thieno[2,3-c]pyridin-6-yl]-[4-(2-dimethylaminoethoxy)-phenyl]-methanone). Reaction SMILES: [CH3:1][O:2][C:3]1[CH:4]=[C:5]([CH:11]2[CH2:16][NH:15][CH2:14][C:13]3[S:17][CH:18]=[CH:19][C:12]2=3)[CH:6]=[CH:7][C:8]=1[O:9][CH3:10].CN(C)C=O.Cl.[CH3:26][N:27]([CH3:40])[CH2:28][CH2:29][O:30][C:31]1[CH:39]=[CH:38][C:34]([C:35](O)=[O:36])=[CH:33][CH:32]=1.Cl.CN(C)CCCN=C=NCC>C(N(CC)CC)C.ClCCl>[CH3:1][O:2][C:3]1[CH:4]=[C:5]([CH:11]2[CH2:16][N:15]([C:35]([C:34]3[CH:33]=[CH:32][C:31]([O:30][CH2:29][CH2:28][N:27]([CH3:40])[CH3:26])=[CH:39][CH:38]=3)=[O:36])[CH2:14][C:13]3[S:17][CH:18]=[CH:19][C:12]2=3)[CH:6]=[CH:7][C:8]=1[O:9][CH3:10] |f:2.3,4.5|. Procedure details: Similarly as described in example 22 using a solution of 4-(3,4-Dimethoxyphenyl)-4,5,6,7-tetrahydro-thieno[2,3-c]pyridine in N,N-dimethylformamide (0.375 M, 0.4 ml, 0.15 mmol), a suspension of 4-(2-dimethylaminoethoxy)benzoic acid hydrochloride in N,N-dimethylformamide (0.375 M, 0.4 ml, 0.15 mmol), triethylamine (42 pi), and 0.25 ml of a suspension of N-(3-dimethylaminopropyl)-N′-ethylcarbodiimide hydrochloride in dichloromethane (1.73 9 in 8.3 ml) affords the title compound. Reactants: Cc1c(F)cc(C(=O)NC2CC2)cc1-n1ccnc(NC(C)(C)c2ccccc2O)c1=O, O=[N+]([O-])c1cccc(S(=O)(=O)OCC2CO2)c1. Yields the product Cc1c(F)cc(C(=O)NC2CC2)cc1-n1ccnc(NC(C)(C)c2ccccc2OCC2CO2)c1=O. Reaction SMILES: [CH:1]1([NH:4][C:5]([c:6]2[cH:7][c:8]([F:31])[c:9]([CH3:30])[c:10](-[n:12]3[c:13](=[O:29])[c:14]([NH:18][C:19]([CH3:20])([CH3:21])[c:22]4[c:23]([OH:28])[cH:24][cH:25][cH:26][cH:27]4)[n:15][cH:16][cH:17]3)[cH:11]2)=[O:32])[CH2:2][CH2:3]1.[N+:33]([c:34]1[cH:35][c:36]([S:37]([O:38][CH2:46][CH:47]2[O:48][CH2:49]2)(=[O:39])=[O:40])[cH:41][cH:42][cH:43]1)([O-:44])=[O:45]>>[CH:1]1([NH:4][C:5]([c:6]2[cH:7][c:8]([F:31])[c:9]([CH3:30])[c:10](-[n:12]3[c:13](=[O:29])[c:14]([NH:18][C:19]([CH3:20])([CH3:21])[c:22]4[c:23]([O:28][CH2:46][CH:47]5[O:48][CH2:49]5)[cH:24][cH:25][cH:26][cH:27]4)[n:15][cH:16][cH:17]3)[cH:11]2)=[O:32])[CH2:2][CH2:3]1.